Dataset: the Open Reaction Database (ORD), a public repository of structured organic reaction records. Task: describe an organic reaction: reactants, conditions, products, and yield Reactants: [Br-], CCOc1cc(OC(C)C)c(F)c(C(Nc2ccc(-c3noc(C)n3)cc2)c2nc(-c3ccccc3C=O)cn2C(c2ccccc2)(c2ccccc2)c2ccccc2)c1, CC[Mg+], C1CCOC1, CCOC(C)=O, [Cl-], [Na+]. Yields the product CCOc1cc(OC(C)C)c(F)c(C(Nc2ccc(-c3noc(C)n3)cc2)c2nc(-c3ccccc3C(O)CC)cn2C(c2ccccc2)(c2ccccc2)c2ccccc2)c1. Reaction SMILES: [Br-:61].[CH2:1]([CH3:2])[O:3][c:4]1[cH:5][c:6]([O:57][CH:58]([CH3:59])[CH3:60])[c:7]([F:56])[c:8]([CH:10]([c:11]2[n:12]([C:24]([c:25]3[cH:26][cH:27][cH:28][cH:29][cH:30]3)([c:31]3[cH:32][cH:33][cH:34][cH:35][cH:36]3)[c:37]3[cH:38][cH:39][cH:40][cH:41][cH:42]3)[cH:13][c:14](-[c:16]3[c:17]([CH:18]=[O:19])[cH:20][cH:21][cH:22][cH:23]3)[n:15]2)[NH:43][c:44]2[cH:45][cH:46][c:47](-[c:50]3[n:51][o:52][c:53]([CH3:55])[n:54]3)[cH:48][cH:49]2)[cH:9]1.[CH2:62]([CH3:63])[Mg+:64].[CH2:73]1[O:74][CH2:75][CH2:76][CH2:77]1.[CH3:65][CH2:66][O:67][C:68]([CH3:69])=[O:70].[Cl-:71].[Na+:72]>>[CH2:1]([CH3:2])[O:3][c:4]1[cH:5][c:6]([O:57][CH:58]([CH3:59])[CH3:60])[c:7]([F:56])[c:8]([CH:10]([c:11]2[n:12]([C:24]([c:25]3[cH:26][cH:27][cH:28][cH:29][cH:30]3)([c:31]3[cH:32][cH:33][cH:34][cH:35][cH:36]3)[c:37]3[cH:38][cH:39][cH:40][cH:41][cH:42]3)[cH:13][c:14](-[c:16]3[c:17]([CH:18]([OH:19])[CH2:62][CH3:63])[cH:20][cH:21][cH:22][cH:23]3)[n:15]2)[NH:43][c:44]2[cH:45][cH:46][c:47](-[c:50]3[n:51][o:52][c:53]([CH3:55])[n:54]3)[cH:48][cH:49]2)[cH:9]1.